This data is from the Open Reaction Database (ORD), a public repository of structured organic reaction records. The task is: describe an organic reaction: reactants, conditions, products, and yield The reactants are C(C)OC(C(CC1=C(C=C(C=C1)O)C)OCC)=O ([rac]-2-ethoxy-3-(4-hydroxy-2-methyl-phenyl)-propionic acid ethyl ester), C([O-])([O-])=O.[Cs+].[Cs+] (cesium carbonate), ClCC=1N=C(SC1)C1=C(C=CC=C1)Cl (4-chloromethyl-2-(2-chloro-phenyl)-thiazole), ClC1=C(C(=S)N)C=CC=C1 (2-chloro-thiobenzamide), ClCC(=O)CCl (1,3-dichloroacetone), [I-].[K+] (potassium iodide). Product: C(C)OC(C(CC1=C(C=C(C=C1)OCC=1N=C(SC1)C1=C(C=CC=C1)Cl)C)OCC)=O ([rac]-3-{4-[2-(2-chloro-phenyl)-thiazol-4-ylmethoxy]-2-methyl-phenyl}-2-ethoxy-propionic acid ethyl ester). RXN SMILES: [CH2:1]([O:3][C:4](=[O:18])[CH:5]([O:15][CH2:16][CH3:17])[CH2:6][C:7]1[CH:12]=[CH:11][C:10]([OH:13])=[CH:9][C:8]=1[CH3:14])[CH3:2].Cl[CH2:20][C:21]1[N:22]=[C:23]([C:26]2[CH:31]=[CH:30][CH:29]=[CH:28][C:27]=2[Cl:32])[S:24][CH:25]=1.ClC1C=CC=CC=1C(N)=S.ClCC(CCl)=O.C(=O)([O-])[O-].[Cs+].[Cs+].[I-].[K+]>>[CH2:1]([O:3][C:4](=[O:18])[CH:5]([O:15][CH2:16][CH3:17])[CH2:6][C:7]1[CH:12]=[CH:11][C:10]([O:13][CH2:20][C:21]2[N:22]=[C:23]([C:26]3[CH:31]=[CH:30][CH:29]=[CH:28][C:27]=3[Cl:32])[S:24][CH:25]=2)=[CH:9][C:8]=1[CH3:14])[CH3:2] |f:4.5.6,7.8|. Procedure details: In analogy to the procedure described in example 14 b], [rac]-2-ethoxy-3-(4-hydroxy-2-methyl-phenyl)-propionic acid ethyl ester (example 10 b]) was reacted with 4-chloromethyl-2-(2-chloro-phenyl)-thiazole (prepared from 2-chloro-thiobenzamide and 1,3-dichloroacetone in analogy to the procedure described in example 4 a]) in the presence of cesium carbonate and potassium iodide to yield [rac]-3-{4-[2-(2-chloro-phenyl)-thiazol-4-ylmethoxy]-2-methyl-phenyl}-2-ethoxy-propionic acid ethyl ester as col... Starting materials: B, CCCCOC(=O)C1CCC(C(=O)O)CC1, C1CCOC1. Yields the product CCCCOC(=O)C1CCC(CO)CC1. RXN SMILES: [BH3:17].[CH2:1]([CH2:2][CH2:3][CH3:4])[O:5][C:6](=[O:7])[CH:8]1[CH2:9][CH2:10][CH:11]([C:14](=[O:15])[OH:16])[CH2:12][CH2:13]1.[O:18]1[CH2:19][CH2:20][CH2:21][CH2:22]1>>[CH2:1]([CH2:2][CH2:3][CH3:4])[O:5][C:6](=[O:7])[CH:8]1[CH2:9][CH2:10][CH:11]([CH2:14][OH:15])[CH2:12][CH2:13]1. The reactants are CC1=NN(C=2N=CC=C(C21)C(=O)O)C(C)C (3-methyl-1-(1-methylethyl)-1H-pyrazolo[3,4-b]pyridine-4-carboxylic acid), NCC=1C(NC(=CC1CC1=CC=CC=C1)C)=O (3-(aminomethyl)-6-methyl-4-(phenylmethyl)-2(1H)-pyridinone). The product is C(C1=CC=CC=C1)C1=C(C(NC(=C1)C)=O)CNC(=O)C=1C2=C(N=CC1)N(N=C2C)C(C)C (N-((4-benzyl-6-methyl-2-oxo-1,2-dihydropyridin-3-yl)methyl)-1-isopropyl-3-methyl-1H-pyrazolo[3,4-b]pyridine-4-carboxamide). RXN SMILES: [CH3:1][C:2]1[C:10]2[C:9]([C:11]([OH:13])=O)=[CH:8][CH:7]=[N:6][C:5]=2[N:4]([CH:14]([CH3:16])[CH3:15])[N:3]=1.[NH2:17][CH2:18][C:19]1[C:20](=[O:33])[NH:21][C:22]([CH3:32])=[CH:23][C:24]=1[CH2:25][C:26]1[CH:31]=[CH:30][CH:29]=[CH:28][CH:27]=1>>[CH2:25]([C:24]1[CH:23]=[C:22]([CH3:32])[NH:21][C:20](=[O:33])[C:19]=1[CH2:18][NH:17][C:11]([C:9]1[C:10]2[C:2]([CH3:1])=[N:3][N:4]([CH:14]([CH3:16])[CH3:15])[C:5]=2[N:6]=[CH:7][CH:8]=1)=[O:13])[C:26]1[CH:27]=[CH:28][CH:29]=[CH:30][CH:31]=1. Reported procedure: The title compound was prepared in the same manner as described for example 11 from 3-methyl-1-(1-methylethyl)-1H-pyrazolo[3,4-b]pyridine-4-carboxylic acid (0.060 g, 0.274 mmol) and 3-(aminomethyl)-6-methyl-4-(phenylmethyl)-2(1H)-pyridinone (0.076 g, 0.287 mmol). The product was collected as a white solid (92 mg, 77%). 1H NMR (400 MHz, DMSO-d6) δ ppm 1.46 (d, J=6.82 Hz, 6 H), 2.09 (s, 3 H), 2.41 (s, 3 H), 3.98 (s, 2 H), 4.43 (d, J=5.05 Hz, 2 H), 5.16 (quin, J=6.63 Hz, 1 H), 5.79 (s, 1 H), 7.04 (... Starting materials: BrC1=C(C=CC(=C1)Br)O (2,4-dibromophenol), C(Cl)Cl (CH2Cl2), COCOC (dimethoxymethane), O.C1(=CC=C(C=C1)S(=O)(=O)O)C (p-toluenesulfonic acid monohydrate). Solvent: CCN(CC)CC (Et3N). Yields the product BrC1=C(C=CC(=C1)Br)OCOC (2,4-Dibromo-1-methoxymethoxybenzene). The yield is 85.5%. As a reaction SMILES: [Br:1][C:2]1[CH:7]=[C:6]([Br:8])[CH:5]=[CH:4][C:3]=1[OH:9].[CH3:10][O:11][CH2:12]OC.O.C1(C)C=CC(S(O)(=O)=O)=CC=1.C(Cl)Cl>CCN(CC)CC>[Br:1][C:2]1[CH:7]=[C:6]([Br:8])[CH:5]=[CH:4][C:3]=1[O:9][CH2:10][O:11][CH3:12] |f:2.3|. Reported procedure: Into a 500-mL round bottom flask equipped with a soxlet and a condensor were placed 2,4-dibromophenol (32.0 g, 0.13 mole), dimethoxymethane (200 mL, 2.26 mole), p-toluenesulfonic acid monohydrate (2.24 g, 12.0 mmol) and CH2Cl2 (200 mL). The soxlet extractor was filled with 3 A and 4 A molecular sieves. The reaction mixture was heated to reflux for 24 h after which time the soxlet extractor was filled with freshly activated sieves. The reaction mixture was heated to reflux for another 24 h. After... Reactants: C(C)OC(C1=CC=C(C=C1)[Sn](CCCC)(CCCC)CCCC)=O (4-(Tri-n-butyl-stannyl)-benzoic acid ethyl ester), FC(S(=O)(=O)OC=1C2C(C(CC1)C2)(C)C)(F)F (6,6-dimethyl-bicyclo[3.1.1]hept-2-en-2-yl trifluoromethanesulfonate). Yields the product C(C)OC(C1=CC=C(C=C1)C=1C2C(C(CC1)C2)(C)C)=O (4-(6,6-Dimethyl-bicyclo[3.1.1]hept-2-en-2-yl)-benzoic acid ethyl ester). RXN SMILES: [CH2:1]([O:3][C:4](=[O:24])[C:5]1[CH:10]=[CH:9][C:8]([Sn](CCCC)(CCCC)CCCC)=[CH:7][CH:6]=1)[CH3:2].FC(F)(F)S(O[C:31]1[CH:32]2[CH2:37][CH:34]([CH2:35][CH:36]=1)[C:33]2([CH3:39])[CH3:38])(=O)=O>>[CH2:1]([O:3][C:4](=[O:24])[C:5]1[CH:6]=[CH:7][C:8]([C:31]2[CH:32]3[CH2:37][CH:34]([CH2:35][CH:36]=2)[C:33]3([CH3:39])[CH3:38])=[CH:9][CH:10]=1)[CH3:2]. Procedure: 4-(Tri-n-butyl-stannyl)-benzoic acid ethyl ester of Example 15, Step A (1.45 g, 3.30 mmol) and 6,6-dimethyl-bicyclo[3.1.1]hept-2-en-2-yl trifluoromethanesulfonate (0.981 g, 3.63 mmol) were reacted in the manner of Example 15, Step B. Purification by flash column chromatography on silica gel, eluting with a solvent gradient of from 0 to 5% ethyl acetate in hexane afforded the crude title compound a yellow oil. The reactants are ClC1=C(C=C(C(=O)OC)C=C1OC(C)C)OC(C)C (Methyl 4-chloro-3,5-diisopropoxybenzoate), [OH-].[Na+] (sodium hydroxide), Cl (HCl). Reaction conditions: temperature 100 celsius, time 3 hour. Yields the product ClC1=C(C=C(C(=O)O)C=C1OC(C)C)OC(C)C (4-Chloro-3,5-diisopropoxybenzoic acid). Yield: 68.8%. Reaction SMILES: [Cl:1][C:2]1[C:11]([O:12][CH:13]([CH3:15])[CH3:14])=[CH:10][C:5]([C:6]([O:8]C)=[O:7])=[CH:4][C:3]=1[O:16][CH:17]([CH3:19])[CH3:18].[OH-].[Na+].Cl>>[Cl:1][C:2]1[C:11]([O:12][CH:13]([CH3:14])[CH3:15])=[CH:10][C:5]([C:6]([OH:8])=[O:7])=[CH:4][C:3]=1[O:16][CH:17]([CH3:19])[CH3:18] |f:1.2|. Procedure details: Methyl 4-chloro-3,5-diisopropoxybenzoate (5) (93 mg, 0.32 mmol) was suspended in 2M sodium hydroxide (1.6 mL, 3.2 mmol) and stirred at 100° C. for 3 h. After cooling to RT the mixture was acidified by the addition of 1 M HCl. The resulting precipitate was collected by filtration and dried in vacuo to afford 4-chloro-3,5-diisopropoxybenzoic acid (6) (60 mg, 66% yield) as a white solid. This material was used in the subsequent reaction step without purification. Starting materials: ClC1=C(C(=O)O)C=C(C=C1)S(=O)(=O)N1CC(CC(C1)C)C (2-Chloro-5-(3,5-dimethylpiperidinosulfonyl)benzoic acid), S(=O)(Cl)Cl (thionyl chloride). Product: ClC1=C(C(=O)Cl)C=C(C=C1)S(=O)(=O)N1CC(CC(C1)C)C (2-Chloro-5-(3,5-dimethylpiperidinosulfonyl)benzoyl chloride). RXN SMILES: [Cl:1][C:2]1[CH:10]=[CH:9][C:8]([S:11]([N:14]2[CH2:19][CH:18]([CH3:20])[CH2:17][CH:16]([CH3:21])[CH2:15]2)(=[O:13])=[O:12])=[CH:7][C:3]=1[C:4](O)=[O:5].S(Cl)([Cl:24])=O>>[Cl:1][C:2]1[CH:10]=[CH:9][C:8]([S:11]([N:14]2[CH2:19][CH:18]([CH3:20])[CH2:17][CH:16]([CH3:21])[CH2:15]2)(=[O:13])=[O:12])=[CH:7][C:3]=1[C:4]([Cl:24])=[O:5]. Procedure: 2-Chloro-5-(3,5-dimethylpiperidinosulfonyl)benzoic acid (6.0 g.) is refluxed for 21/2 hours with 50 ml. of thionyl chloride, and then taken to dryness. The residue is triturated with 200 ml. of hot benzene-hexane (1:1), filtered and evaporated to obtain the dry product, m.p. 164°-166.5° C. Starting materials: CNC, CC1CN(c2cc(=O)c3cc(C(=O)O)cc(C4CCCN4c4cccc(F)c4)c3o2)CCO1. Product: CC1CN(c2cc(=O)c3cc(C(=O)N(C)C)cc(C4CCCN4c4cccc(F)c4)c3o2)CCO1. As a reaction SMILES: [CH3:34][NH:35][CH3:36].[F:1][c:2]1[cH:3][c:4]([N:8]2[CH:9]([c:13]3[cH:14][c:15]([C:31](=[O:32])[OH:33])[cH:16][c:17]4[c:18](=[O:30])[cH:19][c:20]([N:23]5[CH2:24][CH:25]([CH3:29])[O:26][CH2:27][CH2:28]5)[o:21][c:22]34)[CH2:10][CH2:11][CH2:12]2)[cH:5][cH:6][cH:7]1>>[F:1][c:2]1[cH:3][c:4]([N:8]2[CH:9]([c:13]3[cH:14][c:15]([C:31](=[O:33])[N:35]([CH3:34])[CH3:36])[cH:16][c:17]4[c:18](=[O:30])[cH:19][c:20]([N:23]5[CH2:24][CH:25]([CH3:29])[O:26][CH2:27][CH2:28]5)[o:21][c:22]34)[CH2:10][CH2:11][CH2:12]2)[cH:5][cH:6][cH:7]1. The reactants are [H-].[Na+] (NaH), IC1=CNC2=NC=C(C=C21)C2=CC(=C(C(=C2)OC)OC)OC (3-iodo-5-(3,4,5-trimethoxy-phenyl)-1H-pyrrolo[2,3-b]pyridine), S(=O)(=O)(C1=CC=C(C)C=C1)Cl (tosyl chloride). Run in C1CCOC1 (THF). Yields the product IC1=CN(C2=NC=C(C=C21)C2=CC(=C(C(=C2)OC)OC)OC)S(=O)(=O)C2=CC=C(C=C2)C (3-iodo-1-(toluene-4-sulfonyl)-5-(3,4,5-trimethoxy-phenyl)-1H-pyrrolo[2,3-b]pyridine). As a reaction SMILES: [I:1][C:2]1[C:10]2[C:5](=[N:6][CH:7]=[C:8]([C:11]3[CH:16]=[C:15]([O:17][CH3:18])[C:14]([O:19][CH3:20])=[C:13]([O:21][CH3:22])[CH:12]=3)[CH:9]=2)[NH:4][CH:3]=1.[H-].[Na+].[S:25](Cl)([C:28]1[CH:34]=[CH:33][C:31]([CH3:32])=[CH:30][CH:29]=1)(=[O:27])=[O:26]>C1COCC1>[I:1][C:2]1[C:10]2[C:5](=[N:6][CH:7]=[C:8]([C:11]3[CH:16]=[C:15]([O:17][CH3:18])[C:14]([O:19][CH3:20])=[C:13]([O:21][CH3:22])[CH:12]=3)[CH:9]=2)[N:4]([S:25]([C:28]2[CH:34]=[CH:33][C:31]([CH3:32])=[CH:30][CH:29]=2)(=[O:27])=[O:26])[CH:3]=1 |f:1.2|. Reported procedure: A solution of 3-iodo-5-(3,4,5-trimethoxy-phenyl)-1H-pyrrolo[2,3-b]pyridine (870 mg, 2.12 mmol) in anh. THF (10 ml) was cooled to 0° C. and NaH (60% dispersion, 130 mg, 3.18 mmol) was added. After 20 min tosyl chloride (450 mg, 2.33 mmol) was added and the mixture was allowed to warm to room temperature. After 3 hrs the mixture was cooled to 0° C. and quenched by the addition of 0.5 N HCl. The product was extracted with DCM and purified by silica gel chromatography using DCM as an eluent affordin... Reactants: [H-].[Na+] (sodium hydride), C(C)OC(C(C1=CC=C(C=C1)O)=O)=O (4-hydroxy-alpha-oxobenzeneacetic acid ethyl ester), BrCC(=O)N1CCN(CC1)C1=CC=CC=C1 (1-(bromoacetyl)-4-phenyl-piperazine). The solvent is CN(C=O)C (dimethylformamide), CN(C=O)C (dimethylformamide). Reaction conditions: time 30 minute. Product: C(C)OC(C(C1=CC=C(C=C1)OCC(N1CCN(CC1)C1=CC=CC=C1)=O)=O)=O (4-[2-oxo-2-(4-phenyl-1-piperazinyl)ethoxy]-alpha-oxobenzeneacetic acid ethyl ester). Isolated yield 67.3%. RXN SMILES: [CH2:1]([O:3][C:4](=[O:14])[C:5](=[O:13])[C:6]1[CH:11]=[CH:10][C:9]([OH:12])=[CH:8][CH:7]=1)[CH3:2].[H-].[Na+].Br[CH2:18][C:19]([N:21]1[CH2:26][CH2:25][N:24]([C:27]2[CH:32]=[CH:31][CH:30]=[CH:29][CH:28]=2)[CH2:23][CH2:22]1)=[O:20]>CN(C)C=O>[CH2:1]([O:3][C:4](=[O:14])[C:5](=[O:13])[C:6]1[CH:11]=[CH:10][C:9]([O:12][CH2:18][C:19](=[O:20])[N:21]2[CH2:26][CH2:25][N:24]([C:27]3[CH:28]=[CH:29][CH:30]=[CH:31][CH:32]=3)[CH2:23][CH2:22]2)=[CH:8][CH:7]=1)[CH3:2] |f:1.2|. Procedure: A mixture of 4-hydroxy-alpha-oxobenzeneacetic acid ethyl ester (0.582 g) in dimethylformamide (8 mL) under argon was treated with 55% sodium hydride (0.131 g), stirred for 30 minutes in a ice-water bath and then 1-(bromoacetyl)-4-phenyl-piperazine (1.0 g) in dimethylformamide (5 mL) was added. The solution was stirred at room temperature for 18 hours and worked up as in Example 20. The crude product was purified by HPLC (ethyl acetate-hexane; 1:1) to yield 0.8 g of 4-[2-oxo-2-(4-phenyl-1-piperaz...